Task: describe an organic reaction: reactants, conditions, products, and yield. Dataset: the Open Reaction Database (ORD), a public repository of structured organic reaction records Starting materials: O.N1CCC(CC1)=O (4-Piperidone monohydrate), ClC=1C=C2C=C(NC2=CC1)C(=O)NC(C(=O)O)CC1=CC=CC=C1 (2-[(5-chloro-1H-indole-2-carbonyl)-amino]-3-phenyl-propionic acid). Run in C(C)(=O)OCC (ethyl acetate). The product is C(C1=CC=CC=C1)C(C(N1CCC(CC1)=O)=O)NC(=O)C=1NC2=CC=C(C=C2C1)Cl (5-Chloro-1H-indole-2-carboxylic acid [1-benzyl-2-oxo-2-(4-oxo-piperidin-1-yl)-ethyl]-amide). RXN SMILES: O.[NH:2]1[CH2:7][CH2:6][C:5](=[O:8])[CH2:4][CH2:3]1.[Cl:9][C:10]1[CH:11]=[C:12]2[C:16](=[CH:17][CH:18]=1)[NH:15][C:14]([C:19]([NH:21][CH:22]([CH2:26][C:27]1[CH:32]=[CH:31][CH:30]=[CH:29][CH:28]=1)[C:23](O)=[O:24])=[O:20])=[CH:13]2>C(OCC)(=O)C>[CH2:26]([CH:22]([NH:21][C:19]([C:14]1[NH:15][C:16]2[C:12]([CH:13]=1)=[CH:11][C:10]([Cl:9])=[CH:18][CH:17]=2)=[O:20])[C:23](=[O:24])[N:2]1[CH2:7][CH2:6][C:5](=[O:8])[CH2:4][CH2:3]1)[C:27]1[CH:28]=[CH:29][CH:30]=[CH:31][CH:32]=1 |f:0.1|. Procedure: 4-Piperidone monohydrate (2.0 mmol) and 2-[(5-chloro-1H-indole-2-carbonyl)-amino]-3-phenyl-propionic acid (1.0 mmol) were coupled according to procedure A (0-25° C. reaction temperature) substituting the following workup: the reaction mixture was diluted with ethyl acetate, the resulting solution washed with 2 N NaOH and 2 N HCl, the suspension filtered and the solids dried: Yield 111 mg, 26%; HPLC (60/40) 8.88 minutes (92%); PBMS 424/426 (MH+, 100%); mp 258-261° C.; PBMS 424/426 (MH+, 100%); The reactants are FC1=C(C#N)C=CC(=C1)C=C (2-Fluoro-4-vinylbenzonitrile), O=[O+][O-] (ozone), [BH4-].[Na+] (Sodium borohydride). Solvent: C(Cl)Cl (CH2Cl2), CO (methanol). Product: FC1=C(C#N)C=CC(=C1)CO (2-Fluoro-4-hydroxymethylbenzonitrile). Reaction SMILES: [F:1][C:2]1[CH:9]=[C:8]([CH:10]=C)[CH:7]=[CH:6][C:3]=1[C:4]#[N:5].[O:12]=[O+][O-].[BH4-].[Na+]>C(Cl)Cl.CO>[F:1][C:2]1[CH:9]=[C:8]([CH2:10][OH:12])[CH:7]=[CH:6][C:3]=1[C:4]#[N:5] |f:2.3|. Reported procedure: Into a cooled solution (−78° C.) of 2-fluoro-4-vinylbenzonitrile (1.3 g, 8.8 mmol; see step (i) above) in 40 mL of CH2Cl2 and 5 mL of methanol was bubbled ozone (50 L/h, 29 g/m3) for 30 min. Argon was subsequently bubbled through to remove excess ozone. Sodium borohydride (0.67 g, 0.018 mol) was added and the cooling bath was removed. The mixture was stirred and allowed to react for 1 h. The mixture was evaporated and 2M HCl was added. The mixture was extracted twice with diethyl ether and the c... Starting materials: [Li]CCCC (nBuLi), FC1C(C=CC(=C1)F)(O)COC (2,4-difluoro-1-methoxymethylphenol), Cl[Si](C)(C)C (Chlorotrimethyl silane). Run in C1CCOC1 (THF). Conditions: temperature -78 celsius, time 2.5 hour. Product: FC1C(C=CC(=C1[Si](C)(C)C)F)(O)COC (2,4-Difluoro-3-trimethylsilyl- 1 -methoxymethylphenol). Isolated yield 67.1%. Reaction SMILES: [F:1][CH:2]1[CH:7]=[C:6]([F:8])[CH:5]=[CH:4][C:3]1([CH2:10][O:11][CH3:12])[OH:9].[Li]CCCC.Cl[Si:19]([CH3:22])([CH3:21])[CH3:20]>C1COCC1>[F:1][CH:2]1[C:7]([Si:19]([CH3:22])([CH3:21])[CH3:20])=[C:6]([F:8])[CH:5]=[CH:4][C:3]1([CH2:10][O:11][CH3:12])[OH:9]. Procedure: A flame-dried 3-necked flask was charged with 2,4-difluoro-1-methoxymethylphenol (26, 0.84 g, 4.8 mmol) in 30 mL of freshly distilled THF under argon and this mixture was cooled to −78° C. (FIG. 2E). nBuLi (2.5 M solution in hexane, 2.2 mL, 5.43 mmol) was added to this reaction mixture which was allowed to stir at −78° C. for 2.5 hours under argon. Chlorotrimethyl silane (1.0 M solution in THF, 5.43 mL, 5.43 mmol) was then added to the deep pink colored mixture at −78° C. and then the acetone/dr... Reactants: OC1=C(C=CC2=CC=CC=C12)C(=O)NCCCCOC1=C(C=C(C=C1)C(C)(C)CC)C(C)(C)CC (1-Hydroxy-N-[4-(2,4-di-t-pentylphenoxy)-butyl]-2-naphthamide), amine, COC1=CC=C(C=C1)N (p-anisidine), S(=O)([O-])S(=O)[O-].[Na+].[Na+] (sodium dithionite). Yields the product NC1=CC(=C(C2=CC=CC=C12)O)C(=O)NCCCCOC1=C(C=C(C=C1)C(C)(C)CC)C(C)(C)CC (4-Amino-N-[4-(2,4-di-t-pentylphenoxy)-butyl]-1-hydroxy-2-naphthamide). RXN SMILES: [OH:1][C:2]1[C:11]2[C:6](=[CH:7][CH:8]=[CH:9][CH:10]=2)[CH:5]=[CH:4][C:3]=1[C:12]([NH:14][CH2:15][CH2:16][CH2:17][CH2:18][O:19][C:20]1[CH:25]=[CH:24][C:23]([C:26]([CH2:29][CH3:30])([CH3:28])[CH3:27])=[CH:22][C:21]=1[C:31]([CH2:34][CH3:35])([CH3:33])[CH3:32])=[O:13].COC1C=CC([NH2:44])=CC=1.S(S([O-])=O)([O-])=O.[Na+].[Na+]>>[NH2:44][C:5]1[C:6]2[C:11](=[CH:10][CH:9]=[CH:8][CH:7]=2)[C:2]([OH:1])=[C:3]([C:12]([NH:14][CH2:15][CH2:16][CH2:17][CH2:18][O:19][C:20]2[CH:25]=[CH:24][C:23]([C:26]([CH2:29][CH3:30])([CH3:27])[CH3:28])=[CH:22][C:21]=2[C:31]([CH2:34][CH3:35])([CH3:33])[CH3:32])=[O:13])[CH:4]=1 |f:2.3.4|. Procedure: 1-Hydroxy-N-[4-(2,4-di-t-pentylphenoxy)-butyl]-2-naphthamide was coupled with a diazotized p-anisidine ##STR29## The azo group of the compound thus prepared was then reduced with sodium dithionite (Na2S2O4) to the corresponding amine. Starting materials: COC=1C=C2C=C(NC2=CC1)C(=O)OCC (ethyl 5-methoxy-1H-indole-2-carboxylate), BrBr (bromine). Solvent: C(C)(=O)O (acetic acid). Reaction conditions: time 2 day. The product is BrC1=C2C=C(NC2=CC=C1OC)C(=O)OCC (Ethyl 4-Bromo-5-methoxy-1H-indole-2-carboxylate). The yield is 100.0%. As a reaction SMILES: [CH3:1][O:2][C:3]1[CH:4]=[C:5]2[C:9](=[CH:10][CH:11]=1)[NH:8][C:7]([C:12]([O:14][CH2:15][CH3:16])=[O:13])=[CH:6]2.[Br:17]Br>C(O)(=O)C>[Br:17][C:4]1[C:3]([O:2][CH3:1])=[CH:11][CH:10]=[C:9]2[C:5]=1[CH:6]=[C:7]([C:12]([O:14][CH2:15][CH3:16])=[O:13])[NH:8]2. Reported procedure: To a suspension of ethyl 5-methoxy-1H-indole-2-carboxylate (5 g, 22.81 mmol) in acetic acid (100 mL) was added bromine (1.169 mL, 22.81 mmol) slowly at room temperature. The reaction mixture was stirred at room temperature for 2 days. The solid was filtered off, washed with acetic acid and hexanes, and dried to give the title compound as a white solid (6.8 g). LCMS m/z=298.6 [M+H]+. The reactants are C(#N)C=1C=C(C=CC1Cl)C(F)(F)F (3-cyano-4-chlorobenzotrifluoride), C(#N)N=C(N)N (dicyanodiamide), [OH-].[K+] (caustic potash), COCCO (methyl cellosolve). Procedure: 6.3 g of 3-cyano-4-chlorobenzotrifluoride, 3.1 g of dicyanodiamide and 1.0 g of caustic potash are refluxed in 10 ml of methyl cellosolve for 5 hours. After cooling, the mixture is diluted with water and the separated crystals are recrystallized from methanol. Melting point: 224°-226° C.; yield: 4.3 g. Reaction SMILES: [C:1]([C:3]1[CH:4]=[C:5]([C:10]([F:13])([F:12])[F:11])[CH:6]=[CH:7][C:8]=1Cl)#[N:2].[C:14]([N:16]=[C:17]([NH2:19])[NH2:18])#[N:15].[OH-].[K+].[CH3:22][O:23][CH2:24][CH2:25][OH:26]>O>[NH2:15][C:14]1[N:16]=[C:17]([NH2:19])[N:18]=[C:1]([C:3]2[C:8]([O:26][CH2:25][CH2:24][O:23][CH3:22])=[CH:7][CH:6]=[C:5]([C:10]([F:13])([F:12])[F:11])[CH:4]=2)[N:2]=1 |f:2.3|. Solvent: O (water). The product is NC1=NC(=NC(=N1)N)C1=CC(=CC=C1OCCOC)C(F)(F)F (2,4-diamino-6-(3-trifluoromethyl-6-methoxyethoxyphenyl)-s-triazine).